This data is from the Open Reaction Database (ORD), a public repository of structured organic reaction records. The task is: describe an organic reaction: reactants, conditions, products, and yield Product: C(#N)C(CC(=O)O)=CC(C)C (3-cyano-5-methylhex-3-enoic acid). Conditions: time 4 hour. Procedure details: Ethyl 3-cyano-5-methylhex-3-enoate (mixture of E and Z isomers) and lithium hydroxide hydrate are suspended in a mixture of tetrahydrofuran and water. The slurry is vigorously stirred for 4 hours at room temperature. The mixture is acidified to pH 2 (3N HCl) and extracted into ethyl acetate (3×150 mL). The combined organic layers are dried (MgSO4), and the solvent is removed in vacuo to give crude 3-cyano-5-methylhex-3-enoic acid. The crude acid is dissolved in ethyl acetate (400 mL), and a solu... Reaction SMILES: [C:1]([C:3](=[CH:10][CH:11]([CH3:13])[CH3:12])[CH2:4][C:5]([O:7]CC)=[O:6])#[N:2].O.[OH-].[Li+].Cl>O1CCCC1.O>[C:1]([C:3](=[CH:10][CH:11]([CH3:13])[CH3:12])[CH2:4][C:5]([OH:7])=[O:6])#[N:2] |f:1.2.3|. The solvent is O1CCCC1 (tetrahydrofuran), O (water). Starting materials: C(#N)C(CC(=O)OCC)=CC(C)C (Ethyl 3-cyano-5-methylhex-3-enoate), O.[OH-].[Li+] (lithium hydroxide hydrate), Cl (HCl). Starting materials: COC(=O)NC(C(=O)O)C(C)C, COC(=O)NC(C(=O)N1CC2(CC2)CC1c1ncc(-c2ccc(-c3ccc4cc(-c5cnc(C6CC(C#N)CN6)[nH]5)ccc4c3)cc2)[nH]1)C(C)C, CN1CCOCC1, CCOC(C)=O, Cl, Cl, Cl, CN(C)C=O, On1nnc2ccccc21. Product: COC(=O)NC(C(=O)N1CC(C#N)CC1c1ncc(-c2ccc3cc(-c4ccc(-c5cnc(C6CC7(CC7)CN6C(=O)C(NC(=O)OC)C(C)C)[nH]5)cc4)ccc3c2)[nH]1)C(C)C. RXN SMILES: [CH3:1][O:2][C:3](=[O:4])[NH:5][CH:6]([C:7](=[O:8])[OH:9])[CH:10]([CH3:11])[CH3:12].[CH3:26][O:27][C:28]([NH:29][CH:30]([CH:31]([CH3:32])[CH3:33])[C:34](=[O:35])[N:36]1[CH2:37][C:38]2([CH2:39][CH2:40]2)[CH2:41][CH:42]1[c:43]1[nH:44][c:45](-[c:48]2[cH:49][cH:50][c:51](-[c:54]3[cH:55][c:56]4[cH:57][cH:58][c:59](-[c:64]5[nH:65][c:66]([CH:69]6[NH:70][CH2:71][CH:72]([C:74]#[N:75])[CH2:73]6)[n:67][cH:68]5)[cH:60][c:61]4[cH:62][cH:63]3)[cH:52][cH:53]2)[cH:46][n:47]1)=[O:76].[CH3:77][N:78]1[CH2:79][CH2:80][O:81][CH2:82][CH2:83]1.[CH3:89][CH2:90][O:91][C:92]([CH3:93])=[O:94].[ClH:23].[ClH:24].[ClH:25].[O:84]=[CH:85][N:86]([CH3:87])[CH3:88].[OH:13][n:14]1[c:15]2[c:16]([cH:17][cH:18][cH:19][cH:20]2)[n:21][n:22]1>>[CH3:1][O:2][C:3](=[O:4])[NH:5][CH:6]([C:7](=[O:8])[N:70]1[CH:69]([c:66]2[nH:65][c:64](-[c:59]3[cH:58][cH:57][c:56]4[cH:55][c:54](-[c:51]5[cH:50][cH:49][c:48](-[c:45]6[nH:44][c:43]([CH:42]7[N:36]([C:34]([CH:30]([NH:29][C:28]([O:27][CH3:26])=[O:76])[CH:31]([CH3:32])[CH3:33])=[O:35])[CH2:37][C:38]8([CH2:39][CH2:40]8)[CH2:41]7)[n:47][cH:46]6)[cH:53][cH:52]5)[cH:63][cH:62][c:61]4[cH:60]3)[cH:68][n:67]2)[CH2:73][CH:72]([C:74]#[N:75])[CH2:71]1)[CH:10]([CH3:11])[CH3:12]. The reactants are C[Si](C)(C)C=[N+]=[N-] ((trimethylsilyl)diazomethane), C(C)(=O)O (acetic acid), OCC1=NC(=CC(=C1)OCCN(CCCC(=O)OC(C)(C)C)C(CCOCCOCCOCCOC)=O)CO (tert-butyl 4-[[2-(2,6-bis-hydroxymethyl-pyridin-4-yloxy)-ethyl]-(3-{2-[2-(2-methoxy-ethoxy)-ethoxy]-ethoxy}-propionyl)-amino]-butanoate), C(=O)(C(F)(F)F)O (TFA), solution. The solvent is CCCCCC (hexane), CO (MeOH), C(Cl)Cl (DCM). Reaction conditions: time 15 hour. Yields the product OCC1=NC(=CC(=C1)OCCN(CCCC(=O)OC)C(CCOCCOCCOCCOC)=O)CO (methyl 4-[[2-(2,6-bis-hydroxymethyl-pyridin-4-yloxy)-ethyl]-(3-{2-[2-(2-methoxy-ethoxy)-ethoxy]-ethoxy}-propionyl)-amino]-butanoate). Yield: 62.3%. As a reaction SMILES: [OH:1][CH2:2][C:3]1[CH:8]=[C:7]([O:9][CH2:10][CH2:11][N:12]([C:23](=[O:37])[CH2:24][CH2:25][O:26][CH2:27][CH2:28][O:29][CH2:30][CH2:31][O:32][CH2:33][CH2:34][O:35][CH3:36])[CH2:13][CH2:14][CH2:15][C:16]([O:18][C:19](C)(C)C)=[O:17])[CH:6]=[C:5]([CH2:38][OH:39])[N:4]=1.C(O)(C(F)(F)F)=O.C[Si](C=[N+]=[N-])(C)C.C(O)(=O)C>C(Cl)Cl.CO.CCCCCC>[OH:39][CH2:38][C:5]1[CH:6]=[C:7]([O:9][CH2:10][CH2:11][N:12]([C:23](=[O:37])[CH2:24][CH2:25][O:26][CH2:27][CH2:28][O:29][CH2:30][CH2:31][O:32][CH2:33][CH2:34][O:35][CH3:36])[CH2:13][CH2:14][CH2:15][C:16]([O:18][CH3:19])=[O:17])[CH:8]=[C:3]([CH2:2][OH:1])[N:4]=1. Reported procedure: To a solution of 460 mg of tert-butyl 4-[[2-(2,6-bis-hydroxymethyl-pyridin-4-yloxy)-ethyl]-(3-{2-[2-(2-methoxy-ethoxy)-ethoxy]-ethoxy}-propionyl)-amino]-butanoate in 7 ml of DCM were added 1.14 ml of TFA. The mixture was stirred for 15 hours at room temperature and then concentrated under reduced pressure. To the residue obtained, dissolved in 3.8 ml of MeOH, was added, at 50° C., 3.1 ml of a 2M solution of (trimethylsilyl)diazomethane in hexane. The mixture was stirred for 1 hour at 5° C. and 1... Reaction conditions: temperature -10 celsius, time 2 hour. Procedure: 2.1 ml N-methylmorpholine are added with stirring to a solution of 6.3 g Boc-Cys(MBzl)-OH in 50 ml THF, followed by drop-wise addition at -15° C. of 2.4 ml chloroformic acid isobutyl ester. After stirring for 5 minutes at -15° C. a solution of 3.3 g H-Thr-ol hydrochloride and 4.1 ml N-methylmorpholine in 30 ml DMF, pre-cooled to -10° C. is added. The reaction mixture is stirred for 2 hrs. at 0° C. and for a further 2 hrs. at room-temperature. 50 ml 10% KHCO3 -solution are added and the whole con... Product: N([C@@H](CSCC1=CC=C(C)C=C1)C(=O)N[C@@H]([C@H](O)C)CO)C(=O)OC(C)(C)C (BOC-Cys(MBzl)-Thr-ol). The solvent is C1CCOC1 (THF), CN(C)C=O (DMF). The reactants are CN1CCOCC1 (N-methylmorpholine), N([C@@H](CSCC1=CC=C(C)C=C1)C(=O)O)C(=O)OC(C)(C)C (Boc-Cys(MBzl)-OH), N[C@@H]([C@H](O)C)CO.Cl (H-Thr-ol hydrochloride), CN1CCOCC1 (N-methylmorpholine), C(C(C)C)OC(=O)Cl (chloroformic acid isobutyl ester), KHCO3. RXN SMILES: CN1CCOCC1.[NH:8]([C:23]([O:25][C:26]([CH3:29])([CH3:28])[CH3:27])=[O:24])[C@H:9]([C:20]([OH:22])=O)[CH2:10][S:11][CH2:12][C:13]1[CH:19]=[CH:18][C:16]([CH3:17])=[CH:15][CH:14]=1.C(OC(Cl)=O)C(C)C.[NH2:38][C@H:39]([CH2:43][OH:44])[C@@H:40]([CH3:42])[OH:41].Cl>C1COCC1.CN(C=O)C>[NH:8]([C:23]([O:25][C:26]([CH3:29])([CH3:28])[CH3:27])=[O:24])[C@H:9]([C:20]([NH:38][C@H:39]([CH2:43][OH:44])[C@@H:40]([CH3:42])[OH:41])=[O:22])[CH2:10][S:11][CH2:12][C:13]1[CH:14]=[CH:15][C:16]([CH3:17])=[CH:18][CH:19]=1 |f:3.4|. Starting materials: CC(O)(C=C)C (dimethyl vinyl carbinol), C(C1=CC=CC=C1)(=O)OOC(C1=CC=CC=C1)=O (benzoyl peroxide), C(Cl)(Cl)Cl (chloroform). The product is ClC(CCC(C)O)(Cl)Cl (1,1,1-trichloro-4-pentanol). Yield: 69.0%. Reaction SMILES: [CH3:1][C:2](C)([CH:4]=[CH2:5])[OH:3].C(OOC(=O)C1C=CC=CC=1)(=O)C1C=CC=CC=1.[CH:25]([Cl:28])([Cl:27])[Cl:26]>>[Cl:26][C:25]([Cl:28])([Cl:27])[CH2:5][CH2:4][CH:2]([OH:3])[CH3:1]. Procedure details: To a solution of 17.2 g of dimethyl vinyl carbinol in 150 ml of chloroform was added 0.8 g of benzoyl peroxide and, in an autoclave, the mixture was reacted at 135° C. and in a nitrogen atmosphere for 18 hours. Then, the unreacted dimethyl vinyl carbinol and chloroform were removed by distillation under reduced pressure. As the residue was obtained 30.1 g of a dark-reddish viscous fluid. This residue was subjected to vacuum distillation to obtain 28.2 g (yield 69%) of 1,1,1-trichloro-4-pentanol.... The product is C(C(=C)C)(=O)N1C(CCCCC1)=O (N-Methacryloylcaprolactam). Reactants: C(C(=C)C)(=O)Cl (methacryloyl chloride), C1(CCCCCN1)=O (caprolactam), C1(CCCCCN1)=O (ε-caprolactam), [Na] (sodium), [Na] (sodium). Procedure: 74 g of ε-caprolactam in 700 ml dry toluene is heated with 9.5 g of sodium at 90°-95° C. When all of the sodium metal has reacted, 43 ml of methacryloyl chloride in 50 ml dry benzene is added dropwise into the voluminous caprolactam salts at 4°-6° C. The mixture is then poured into a separatory funnel, washed with 200 ml water, 200 ml of sodium dicarbonate solution, and again with 20 ml water. The organic compounds are extracted with ether from the water phase, and the ether solution and benzene... RXN SMILES: [C:1]1(=[O:8])[NH:7][CH2:6][CH2:5][CH2:4][CH2:3][CH2:2]1.[Na].[C:10](Cl)(=[O:14])[C:11]([CH3:13])=[CH2:12]>C1(C)C=CC=CC=1.C1C=CC=CC=1>[C:10]([N:7]1[CH2:6][CH2:5][CH2:4][CH2:3][CH2:2][C:1]1=[O:8])(=[O:14])[C:11]([CH3:13])=[CH2:12] |^1:8|. Solvent: C1=CC=CC=C1 (benzene), C1(=CC=CC=C1)C (toluene). Starting materials: CC(=O)c1cc(Br)ccc1O, O=C([O-])[O-], BrC1CCCC1, [K+], [K+], CN(C)C=O, O. The product is CC(=O)c1cc(Br)ccc1OC1CCCC1. As a reaction SMILES: [Br:18][c:19]1[cH:20][cH:21][c:22]([OH:28])[c:23]([C:25]([CH3:26])=[O:27])[cH:24]1.[C:1](=[O:2])([O-:3])[O-:4].[CH:7]1([Br:12])[CH2:8][CH2:9][CH2:10][CH2:11]1.[K+:5].[K+:6].[O:13]=[CH:14][N:15]([CH3:16])[CH3:17].[OH2:29]>>[CH:7]1([O:28][c:22]2[cH:21][cH:20][c:19]([Br:18])[cH:24][c:23]2[C:25]([CH3:26])=[O:27])[CH2:8][CH2:9][CH2:10][CH2:11]1. Reactants: ClC1=NS(C2=C(N1)C=C(C=C2)Cl)(=O)=O (3,6-dichloro-4H-1,2,4-benzothiadiazine 1,1-dioxide), C(C)NC (N-ethyl-N-methylamine), example 21. Yields the product ClC=1C=CC2=C(NC(=NS2(=O)=O)N(C)CC)C1 (6-Chloro-3-(N-ethyl-N-methylamino)-4H-1,2,4-benzothiadiazine 1,1-dioxide). Reaction SMILES: Cl[C:2]1[NH:7][C:6]2[CH:8]=[C:9]([Cl:12])[CH:10]=[CH:11][C:5]=2[S:4](=[O:14])(=[O:13])[N:3]=1.[CH2:15]([NH:17][CH3:18])[CH3:16]>>[Cl:12][C:9]1[CH:10]=[CH:11][C:5]2[S:4](=[O:14])(=[O:13])[N:3]=[C:2]([N:17]([CH2:15][CH3:16])[CH3:18])[NH:7][C:6]=2[CH:8]=1. Procedure: Starting from 3,6-dichloro-4H-1,2,4-benzothiadiazine 1,1-dioxide (500 mg; 1.99 mmol) and N-ethyl-N-methylamine (500 mg; 8.47 mmol) and with the use of same procedure as in example 21 200 mg (36.7%) of the title compound was prepared; m.p. >220° C.; 1H-NMR (DMSO-d6) ppm; 10.35 (s, 1H, NH), 7.65 (d, 1H, H-8), 7.58 (dd, 1H, H-5), 7.3 (d, 1H, H-7), 3.5 (q, 2H, CH2), 3.11 (s, 3H, CH3), 1.14 (t, 3H, CH3). Analysis: C10H12ClN3O2S requires C, 43.88; H, 4.42; N, 15.35; (found C, 43.78; H, 4.51; N, 15.24)... Reactants: Cl.BrC=1C=C(C=CC1)ON (O-(3-bromophenyl)hydroxylamine hydrochloride), O=C1CCN(CC1)C(=O)OC(C)(C)C (tert-butyl 4-oxopiperidine-1-carboxylate). Product: BrC1=CC2=C(C=C1)C=1CN(CCC1O2)C(=O)OC(C)(C)C (tert-butyl 7-bromo-3,4-dihydrobenzofuro[3,2-c]pyridine-2(1H)-carboxylate). Yield: 11.0%. As a reaction SMILES: Cl.[Br:2][C:3]1[CH:4]=[C:5]([O:9]N)[CH:6]=[CH:7][CH:8]=1.O=[C:12]1[CH2:17][CH2:16][N:15]([C:18]([O:20][C:21]([CH3:24])([CH3:23])[CH3:22])=[O:19])[CH2:14][CH2:13]1>>[Br:2][C:3]1[CH:8]=[CH:7][C:6]2[C:13]3[CH2:14][N:15]([C:18]([O:20][C:21]([CH3:24])([CH3:23])[CH3:22])=[O:19])[CH2:16][CH2:17][C:12]=3[O:9][C:5]=2[CH:4]=1 |f:0.1|. Procedure details: The product of step B was reacted with tert-butyl 4-oxopiperidine-1-carboxylate then Boc protected following the procedure of Example 29, step B to give tert-butyl 7-bromo-3,4-dihydrobenzofuro[3,2-c]pyridine-2(1H)-carboxylate (181 mg, 11%) as an off-white solid: 1H NMR (CDCl3, 300 MHz) δ 7.59 (d, J=1.6 Hz, 1H), 7.34 (dd, J=8.3 Hz, 1.8 Hz, 1H), 7.26 (d, J=8.1 Hz, 1H), 4.53 (s, 2H), 3.82 (t, J=5.4 Hz, 2H), 2.83 (t, J=5.7 Hz, 2H), 1.52 (s, 9H); ESI MS m/z 352 [M+H]+. The reactants are Cc1cc(Cc2ccc([N+](=O)[O-])cc2)n(C)c1C(=O)c1ccccc1, CO, Cl, [NH4+], [OH-]. The product is Cc1cc(Cc2ccc(N)cc2)n(C)c1C(=O)c1ccccc1. Reaction SMILES: [C:1]([c:2]1[cH:3][cH:4][cH:5][cH:6][cH:7]1)(=[O:8])[c:9]1[c:10]([CH3:25])[cH:11][c:12]([CH2:15][c:16]2[cH:17][cH:18][c:19]([N+:22]([O-:23])=[O:24])[cH:20][cH:21]2)[n:13]1[CH3:14].[CH3:28][OH:29].[ClH:30].[NH4+:26].[OH-:27]>>[C:1]([c:2]1[cH:3][cH:4][cH:5][cH:6][cH:7]1)(=[O:8])[c:9]1[c:10]([CH3:25])[cH:11][c:12]([CH2:15][c:16]2[cH:17][cH:18][c:19]([NH2:22])[cH:20][cH:21]2)[n:13]1[CH3:14].